Dataset: the Open Reaction Database (ORD), a public repository of structured organic reaction records. Task: describe an organic reaction: reactants, conditions, products, and yield Starting materials: ClC1=CC=CC=2N1N=C(C2C2=NC(=NC=C2)NC2CC2)C2=CC=C(C=C2)OC (4-[7-chloro-2-(4-methoxyphenyl)pyrazolo[1,5-a]pyridin-3-yl]-N-cyclopropyl-2-pyrimidinamine), N1CCOCC1 (morpholine). Conditions: temperature 140 celsius. Product: C1(CC1)NC1=NC=CC(=N1)C=1C(=NN2C1C=CC=C2N2CCOCC2)C2=CC=C(C=C2)OC (N-cyclopropyl-4-[2-(4-methoxyphenyl)-7-(4-morpholinyl)pyrazolo[1,5-a]pyridin-3-yl]-2-pyrimidinamine). Yield: 93.2%. As a reaction SMILES: Cl[C:2]1[N:7]2[N:8]=[C:9]([C:21]3[CH:26]=[CH:25][C:24]([O:27][CH3:28])=[CH:23][CH:22]=3)[C:10]([C:11]3[CH:16]=[CH:15][N:14]=[C:13]([NH:17][CH:18]4[CH2:20][CH2:19]4)[N:12]=3)=[C:6]2[CH:5]=[CH:4][CH:3]=1.[NH:29]1[CH2:34][CH2:33][O:32][CH2:31][CH2:30]1>>[CH:18]1([NH:17][C:13]2[N:12]=[C:11]([C:10]3[C:9]([C:21]4[CH:26]=[CH:25][C:24]([O:27][CH3:28])=[CH:23][CH:22]=4)=[N:8][N:7]4[C:2]([N:29]5[CH2:34][CH2:33][O:32][CH2:31][CH2:30]5)=[CH:3][CH:4]=[CH:5][C:6]=34)[CH:16]=[CH:15][N:14]=2)[CH2:20][CH2:19]1. Procedure details: A mixture of 4-[7-chloro-2-(4-methoxyphenyl)pyrazolo[1,5-a]pyridin-3-yl]-N-cyclopropyl-2-pyrimidinamine (75 mg, 0.19 mmol) and morpholine (2 mL, 23 mmol) was heated in a sealed tube at 140° C. for 4 hours. After cooling to room temperature, the mixture was concentrated. Flash chromatography (1:1 to 1:3 hexanes-ethyl acetate) provided N-cyclopropyl-4-[2-(4-methoxyphenyl)-7-(4-morpholinyl)pyrazolo[1,5-a]pyridin-3-yl]-2-pyrimidinamine (78.4 mg, 92%) as an off-white solid. 1H NMR (CDCl3): δ 8.29 (d,... The reactants are CCc1ncc(C2(O)CCC(=O)CC2)s1, O=C(O)C(F)(F)F, Cn1nc(NCC(=O)NC2CNC2)c2cc(C(O)C(F)(F)F)ccc21. RXN SMILES: [CH2:33]([CH3:34])[c:35]1[s:36][c:37]([C:40]2([OH:47])[CH2:41][CH2:42][C:43](=[O:46])[CH2:44][CH2:45]2)[cH:38][n:39]1.[F:26][C:27]([F:28])([F:29])[C:30]([OH:31])=[O:32].[NH:1]1[CH2:2][CH:3]([NH:5][C:6]([CH2:7][NH:8][c:9]2[n:10][n:11]([CH3:24])[c:12]3[cH:13][cH:14][c:15]([CH:18]([C:19]([F:20])([F:21])[F:22])[OH:23])[cH:16][c:17]23)=[O:25])[CH2:4]1>>[N:1]1([CH:43]2[CH2:42][CH2:41][C:40]([c:37]3[s:36][c:35]([CH2:33][CH3:34])[n:39][cH:38]3)([OH:47])[CH2:45][CH2:44]2)[CH2:2][CH:3]([NH:5][C:6]([CH2:7][NH:8][c:9]2[n:10][n:11]([CH3:24])[c:12]3[cH:13][cH:14][c:15]([CH:18]([C:19]([F:20])([F:21])[F:22])[OH:23])[cH:16][c:17]23)=[O:25])[CH2:4]1. Yields the product CCc1ncc(C2(O)CCC(N3CC(NC(=O)CNc4nn(C)c5ccc(C(O)C(F)(F)F)cc45)C3)CC2)s1. RXN SMILES: [C:1](#[N:2])[CH2:3][c:4]1[cH:5][cH:6][c:7]([O:18][CH3:19])[c:8]([S:10](=[O:11])(=[O:12])[NH:13][C:14]([CH3:15])([CH3:16])[CH3:17])[cH:9]1.[CH3:31][c:32]1[cH:33][cH:34][cH:35][cH:36][cH:37]1.[c:20]1([CH3:21])[cH:22][cH:23][c:24]([S:25]([OH:26])(=[O:27])=[O:28])[cH:29][cH:30]1>>[C:1](#[N:2])[CH2:3][c:4]1[cH:5][cH:6][c:7]([O:18][CH3:19])[c:8]([S:10](=[O:11])(=[O:12])[NH2:13])[cH:9]1. Product: COc1ccc(CC#N)cc1S(N)(=O)=O. Starting materials: COc1ccc(CC#N)cc1S(=O)(=O)NC(C)(C)C, Cc1ccccc1, Cc1ccc(S(=O)(=O)O)cc1. The reactants are C(C)(C)(C)OC(=O)N1CCC(CC1)NC1=NC(=CC(=N1)C)C (4-(4,6-dimethyl-pyrimidin-2-ylamino)-piperidine-1-carboxylic acid tert-butyl ester), Cl (hydrochloric acid). The solvent is C1CCOC1 (THF). Conditions: time 22 hour. Product: CC1=NC(=NC(=C1)C)NC1CCNCC1 ((4,6-Dimethyl-pyrimidin-2-yl)-piperidin-4-yl-amine). Isolated yield 59.0%. As a reaction SMILES: C(OC([N:8]1[CH2:13][CH2:12][CH:11]([NH:14][C:15]2[N:20]=[C:19]([CH3:21])[CH:18]=[C:17]([CH3:22])[N:16]=2)[CH2:10][CH2:9]1)=O)(C)(C)C.Cl>C1COCC1>[CH3:21][C:19]1[CH:18]=[C:17]([CH3:22])[N:16]=[C:15]([NH:14][CH:11]2[CH2:12][CH2:13][NH:8][CH2:9][CH2:10]2)[N:20]=1. Procedure details: To a solution of 4-(4,6-dimethyl-pyrimidin-2-ylamino)-piperidine-1-carboxylic acid tert-butyl ester in THF (50 mL) was added dropwise at 0° C. hydrochloric acid (4 M in dioxane, 44.3 mL) and the reaction mixture was stirred for 22 hours at ambient temperature. The resulting suspension was filtered and dried. The residue was diluted with water (160 mL) and washed with ethyl acetate (130 mL). To the aqueous layer were added ethyl acetate (160 mL) and sodium carbonate (28.5 g) and it was extracted ... Starting materials: CC(O)C(C)Oc1nc(Cl)ncc1Br, CC#N, Cl, C[Si](C)(C)CCS(=O)(=O)N=S(=O)(CCO)c1ccc(N)cc1, C1COCCO1. The product is CC(O)C(C)Oc1nc(Nc2ccc(S(=O)(CCO)=NS(=O)(=O)CC[Si](C)(C)C)cc2)ncc1Br. As a reaction SMILES: [Br:24][c:25]1[c:26]([O:32][CH:33]([CH:34]([CH3:35])[OH:36])[CH3:37])[n:27][c:28]([Cl:31])[n:29][cH:30]1.[CH3:38][C:39]#[N:40].[ClH:23].[NH2:1][c:2]1[cH:3][cH:4][c:5]([S:8](=[O:9])(=[N:10][S:11](=[O:12])(=[O:13])[CH2:14][CH2:15][Si:16]([CH3:17])([CH3:18])[CH3:19])[CH2:20][CH2:21][OH:22])[cH:6][cH:7]1.[O:41]1[CH2:42][CH2:43][O:44][CH2:45][CH2:46]1>>[NH:1]([c:2]1[cH:3][cH:4][c:5]([S:8](=[O:9])(=[N:10][S:11](=[O:12])(=[O:13])[CH2:14][CH2:15][Si:16]([CH3:17])([CH3:18])[CH3:19])[CH2:20][CH2:21][OH:22])[cH:6][cH:7]1)[c:28]1[n:27][c:26]([O:32][CH:33]([CH:34]([CH3:35])[OH:36])[CH3:37])[c:25]([Br:24])[cH:30][n:29]1. Starting materials: [Tb] (Terbium), C1(=CC=CC=C1)P(C1=CC=CC=C1)(C1=CC=CC=C1)=O (triphenylphosphine oxide). The solvent is C(C)O (ethanol). Reaction conditions: time 10 minute. The product is C1(=CC=CC=C1)P(C1=CC=CC=C1)(C1=CC=CC=C1)=O.[Tb] (terbium triphenylphosphine oxide). As a reaction SMILES: [Tb:1].[C:2]1([P:8](=[O:21])([C:15]2[CH:20]=[CH:19][CH:18]=[CH:17][CH:16]=2)[C:9]2[CH:14]=[CH:13][CH:12]=[CH:11][CH:10]=2)[CH:7]=[CH:6][CH:5]=[CH:4][CH:3]=1>C(O)C>[C:2]1([P:8](=[O:21])([C:9]2[CH:14]=[CH:13][CH:12]=[CH:11][CH:10]=2)[C:15]2[CH:20]=[CH:19][CH:18]=[CH:17][CH:16]=2)[CH:3]=[CH:4][CH:5]=[CH:6][CH:7]=1.[Tb:1] |f:3.4|. Reported procedure: Terbium tris 2,2,6,6-tetramethylheptanedionate (1 g) and triphenylphosphine oxide (0.393 g) were added to anhydrous ethanol (3 ml). The mixture was warmed to dissolve the solid, and then raised to boiling for 10 minutes. The solution was cooled to room temperature and then to 0° C. to induce crystallisation of the product. The off-white solid was filtered off and recrystallised from anhydrous ethanol and dried in vacuo at 60° C. to yield tris 2,2,6,6-tetramethylheptanedionato terbium triphenylph...